The task is: describe an organic reaction: reactants, conditions, products, and yield. This data is from the Open Reaction Database (ORD), a public repository of structured organic reaction records. Starting materials: C1(=CC=CC=C1)COC=1C=CC2=C(C=C(O2)CNCCNC(=O)C23CC4CC(CC(C2)C4)C3)C1 (N-[2-[[(5-Phenylmethoxy-2-benzofuranyl)methyl]amino]ethyl]tricyclo[3.3.1.13,7 ]decane-1-carboxamide). Reagents/catalysts: [Pd] (palladium on carbon). Solvent: C(C)O (ethanol). The product is OC=1C=CC2=C(C=C(O2)CNCCNC(=O)C23CC4CC(CC(C2)C4)C3)C1 (N-[2-[[(5-Hydroxy-2-benzofuranyl)methyl]amino]ethyl]tricyclo[3.3.1.13,7 ]decane-1-carboxamide). The yield is 57.9%. As a reaction SMILES: C1(C[O:8][C:9]2[CH:10]=[CH:11][C:12]3[O:16][C:15]([CH2:17][NH:18][CH2:19][CH2:20][NH:21][C:22]([C:24]45[CH2:33][CH:28]6[CH2:29][CH:30]([CH2:32][CH:26]([CH2:27]6)[CH2:25]4)[CH2:31]5)=[O:23])=[CH:14][C:13]=3[CH:34]=2)C=CC=CC=1>C(O)C.[Pd]>[OH:8][C:9]1[CH:10]=[CH:11][C:12]2[O:16][C:15]([CH2:17][NH:18][CH2:19][CH2:20][NH:21][C:22]([C:24]34[CH2:33][CH:28]5[CH2:29][CH:30]([CH2:32][CH:26]([CH2:27]5)[CH2:25]3)[CH2:31]4)=[O:23])=[CH:14][C:13]=2[CH:34]=1. Procedure: N-[2-[[(5-Phenylmethoxy-2-benzofuranyl)methyl]amino]ethyl]tricyclo[3.3.1.13,7 ]decane-1-carboxamide (0.70 g, 1.5 mmole) was dissolved in 100 ml of ethanol and 160 mg of 10% palladium on carbon was added. The mixture was hydrogenated at 50 psi on a Parr apparatus overnight. The mixture was then filtered through celite and concentrated in vacuum. The residue was crystallized from 25 ml of isopropanol with the addition of 7 ml of 4N HCl/isopropanol and 100 ml of diethyl ether to give 320 mg of the ... Reactants: CCN(C(C)C)C(C)C, NC1CCCC1, O=S(=O)(Oc1ccc2c(-c3ccnc(NC4CC4)n3)cnn2n1)C(F)(F)F, CN(C)C=O, O. The product is c1cc(-c2cnn3nc(NC4CCCC4)ccc23)nc(NC2CC2)n1. RXN SMILES: [CH:28]([N:29]([CH2:30][CH3:31])[CH:32]([CH3:33])[CH3:34])([CH3:35])[CH3:36].[CH:37]1([NH2:42])[CH2:38][CH2:39][CH2:40][CH2:41]1.[F:1][C:2]([F:3])([F:4])[S:5]([O:6][c:7]1[cH:8][cH:9][c:10]2[n:11]([n:12]1)[n:13][cH:14][c:15]2-[c:16]1[n:17][c:18]([NH:22][CH:23]2[CH2:24][CH2:25]2)[n:19][cH:20][cH:21]1)(=[O:26])=[O:27].[O:44]=[CH:45][N:46]([CH3:47])[CH3:48].[OH2:43]>>[c:7]1([NH:42][CH:37]2[CH2:38][CH2:39][CH2:40][CH2:41]2)[cH:8][cH:9][c:10]2[n:11]([n:12]1)[n:13][cH:14][c:15]2-[c:16]1[n:17][c:18]([NH:22][CH:23]2[CH2:24][CH2:25]2)[n:19][cH:20][cH:21]1.